describe an organic reaction: reactants, conditions, products, and yield From a dataset of the Open Reaction Database (ORD), a public repository of structured organic reaction records. The reactants are S(=O)(=O)([O-])[O-].[Na+].[Na+] (sodium sulfate), NC1=NC=C(C=C1)C#N (2-Amino-5-cyanopyridine), O (Water), [H-].[Al+3].[Li+].[H-].[H-].[H-] (Lithium aluminum hydride). Solvent: C1CCOC1 (THF). Conditions: time 2 hour. Product: NC1=CC=C(C=N1)C=O (6-amino-pyridine-3-carboxaldehyde). RXN SMILES: [NH2:1][C:2]1[CH:7]=[CH:6][C:5]([C:8]#N)=[CH:4][N:3]=1.[H-].[Al+3].[Li+].[H-].[H-].[H-].O.S([O-])([O-])(=O)=[O:18].[Na+].[Na+]>C1COCC1>[NH2:1][C:2]1[N:3]=[CH:4][C:5]([CH:8]=[O:18])=[CH:6][CH:7]=1 |f:1.2.3.4.5.6,8.9.10|. Procedure: 2-Amino-5-cyanopyridine (1.02 g) was dissolved in THF (40 ml) and added with Lithium aluminum hydride (637 mg) and the whole was stirred at room temperature for 2 hours. Water was added thereto to stop the reaction, and the whole was added with a saturated sodium sulfate aqueous solution and subjected to filtration through Celite. The residue obtained by concentration of the filtrate was purified through silica gel column chromatography (chloroform/methanol), thereby obtaining the subject compou...